Dataset: the Open Reaction Database (ORD), a public repository of structured organic reaction records. Task: describe an organic reaction: reactants, conditions, products, and yield The reactants are FC1(CCC(CC1)(O)CNC(=O)C=1C=2C=CC(=NC2C=CC1Cl)Cl)F (2,6-dichloro-quinoline-5-carboxylic acid (4,4-difluoro-1-hydroxycyclohexylmethyl)-amide), CCN(C(C)C)C(C)C (DIPEA), CN([C@@H]1CNCC1)C ((S)—N,N-dimethylpyrrolidin-3-amine). The product is FC1(CCC(CC1)(O)CNC(=O)C=1C=2C=CC(=NC2C=CC1Cl)N1C[C@H](CC1)N(C)C)F (6-Chloro-2-((S)-3-dimethylamino-pyrrolidin-1-yl)-quinoline-5-carboxylic acid (4,4-difluoro-1-hydroxy-cyclohexylmethyl)-amide). As a reaction SMILES: [F:1][C:2]1([F:25])[CH2:7][CH2:6][C:5]([CH2:9][NH:10][C:11]([C:13]2[C:14]3[CH:15]=[CH:16][C:17](Cl)=[N:18][C:19]=3[CH:20]=[CH:21][C:22]=2[Cl:23])=[O:12])([OH:8])[CH2:4][CH2:3]1.CCN(C(C)C)C(C)C.[CH3:35][N:36]([CH3:42])[C@H:37]1[CH2:41][CH2:40][NH:39][CH2:38]1>>[F:1][C:2]1([F:25])[CH2:7][CH2:6][C:5]([CH2:9][NH:10][C:11]([C:13]2[C:14]3[CH:15]=[CH:16][C:17]([N:39]4[CH2:40][CH2:41][C@H:37]([N:36]([CH3:42])[CH3:35])[CH2:38]4)=[N:18][C:19]=3[CH:20]=[CH:21][C:22]=2[Cl:23])=[O:12])([OH:8])[CH2:4][CH2:3]1. Procedure details: The title compound was synthesized according to the procedure described in example 1 using 2,6-dichloro-quinoline-5-carboxylic acid (4,4-difluoro-1-hydroxycyclohexylmethyl)-amide, DIPEA and (S)—N,N-dimethylpyrrolidin-3-amine. 1H NMR (400 MHz, DMSO-d6) δ ppm 8.73 (m, 1H), 7.85 (1H), 7.48 (m, 2H), 6.69 (1H), 4.66 (s, 1H), 3.89 (m, 1H), 3.70 (m, 1H), 3.45 (m, 1H), 3.26 (m, 2H), 2.85 (m, 1H), 2.54 (m, 4H), 2.22 (s, 6H), 2.15 (m, 1H), 2.06 (m, 2H), 1.85 (m, 3H), 1.74-1.76 (m, 5H). m/z: 467 [M+H]